Dataset: the Open Reaction Database (ORD), a public repository of structured organic reaction records. Task: describe an organic reaction: reactants, conditions, products, and yield Reactants: ClC=1C=C(C=CC1Cl)SCC(CCC(=O)OC)C(N(CCCCC)CCCCC)=O (methyl 5-(3,4-dichlorophenylthio)-4-(N,N-dipentylcarbamoyl)pentanoate), ClC1=CC(=CC=C1)C(=O)OO (m-chloroperbenzoic acid), ClCCl (dichloromethane), S(=O)([O-])[O-].[Na+].[Na+] (sodium sulfite). Run at temperature 0 celsius. Product: ClC=1C=C(C=CC1Cl)S(=O)(=O)CC(CCC(=O)OC)C(N(CCCCC)CCCCC)=O (methyl 5-(3,4-dichlorophenylsulfonyl)-4-(N,N-dipentylcarbamoyl)pentanoate). As a reaction SMILES: ClC1C=C(S[CH2:10][CH:11]([C:18](=[O:30])[N:19]([CH2:25][CH2:26][CH2:27][CH2:28][CH3:29])[CH2:20][CH2:21][CH2:22][CH2:23][CH3:24])[CH2:12][CH2:13][C:14]([O:16][CH3:17])=[O:15])C=CC=1Cl.[Cl:31][C:32]1[CH:37]=[CH:36][CH:35]=[C:34](C(OO)=O)[CH:33]=1.[S:42]([O-:45])([O-])=[O:43].[Na+].[Na+].[Cl:48]CCl>>[Cl:48][C:37]1[CH:36]=[C:35]([S:42]([CH2:10][CH:11]([C:18](=[O:30])[N:19]([CH2:25][CH2:26][CH2:27][CH2:28][CH3:29])[CH2:20][CH2:21][CH2:22][CH2:23][CH3:24])[CH2:12][CH2:13][C:14]([O:16][CH3:17])=[O:15])(=[O:45])=[O:43])[CH:34]=[CH:33][C:32]=1[Cl:31] |f:2.3.4|. Procedure: Into a solution of methyl 5-(3,4-dichlorophenylthio)-4-(N,N-dipentylcarbamoyl)pentanoate (54.3 g) in dry dichloromethane (500 ml) were added portions of m-chloroperbenzoic acid (80%, 59.5 g) with stirring at 0° C. After stirring at room temperature for 4 hours, sodium sulfite was added. The reaction mixture was washed with a saturated sodium bicarbonate solution and water, dried over MgSO4, and concentrated in vacuo. The residue was recrystallized from hexane to give 49.5 g of methyl 5-(3,4-dich... Reagents/catalysts: Cl[Pd]([P](C1=CC=CC=C1)(C2=CC=CC=C2)C3=CC=CC=C3)([P](C4=CC=CC=C4)(C5=CC=CC=C5)C6=CC=CC=C6)Cl (dichlorobis(triphenylphosphine)palladium(II)). Procedure details: 300.0 mg (0.51 mmol) of methyl 4-({[{2-[(4-bromobenzyl)oxy]phenethyl}(5-ethoxy-5-oxopentyl)amino]methyl}benzoate from Ex. 4 are initially charged in 3 ml of dimethoxyethane and admixed successively with 101.7 mg (0.62 mmol) of 4-chlorophenylboronic acid and 0.57 ml of 2M sodium carbonate solution. 10.0 mg of dichlorobis(triphenylphosphine)palladium(II) are added, and the mixture is then heated at reflux temperature for 18 hours. The reaction solution is cooled, admixed with 20 ml of ethyl acetat... As a reaction SMILES: Br[C:2]1[CH:37]=[CH:36][C:5]([CH2:6][O:7][C:8]2[CH:35]=[CH:34][CH:33]=[CH:32][C:9]=2[CH2:10][CH2:11][N:12]([CH2:22]OC(=O)C2C=CC=CC=2)[CH2:13][CH2:14][CH2:15][CH2:16][C:17]([O:19][CH2:20][CH3:21])=[O:18])=[CH:4][CH:3]=1.[Cl:38][C:39]1[CH:44]=[CH:43][C:42](B(O)O)=[CH:41][CH:40]=1.C(=O)([O-])[O-].[Na+].[Na+].[C:54]([O:57][CH2:58]C)(=[O:56])[CH3:55]>C(COC)OC.Cl[Pd](Cl)([P](C1C=CC=CC=1)(C1C=CC=CC=1)C1C=CC=CC=1)[P](C1C=CC=CC=1)(C1C=CC=CC=1)C1C=CC=CC=1>[Cl:38][C:39]1[CH:44]=[CH:43][C:42]([C:2]2[CH:3]=[CH:4][C:5]([CH2:6][O:7][C:8]3[CH:35]=[CH:34][CH:33]=[CH:32][C:9]=3[CH2:10][CH2:11][N:12]([CH2:22][C:2]3[CH:37]=[CH:36][C:55]([C:54]([O:57][CH3:58])=[O:56])=[CH:4][CH:3]=3)[CH2:13][CH2:14][CH2:15][CH2:16][C:17]([O:19][CH2:20][CH3:21])=[O:18])=[CH:36][CH:37]=2)=[CH:41][CH:40]=1 |f:2.3.4,^1:68,87|. The reactants are BrC1=CC=C(COC2=C(CCN(CCCCC(=O)OCC)COC(C3=CC=CC=C3)=O)C=CC=C2)C=C1 ({[{2-[(4-bromobenzyl)oxy]phenethyl}(5-ethoxy-5-oxopentyl)amino]methyl}benzoate), C(C)(=O)OCC (ethyl acetate), ClC1=CC=C(C=C1)B(O)O (4-chlorophenylboronic acid), C([O-])([O-])=O.[Na+].[Na+] (sodium carbonate). The solvent is C(OC)COC (dimethoxyethane). The product is ClC1=CC=C(C=C1)C1=CC=C(C=C1)COC1=C(CCN(CCCCC(=O)OCC)CC2=CC=C(C(=O)OC)C=C2)C=CC=C1 (Methyl 4-{[{2-[(4′-chloro[1,1′-biphenyl]-4-yl)methoxy]phenethyl}(5-ethoxy-5-oxopentyl)amino]methyl}benzoate). Reactants: [N+](=O)([O-])C=1C=NNC1 (4-nitro-1H-pyrazole), O1CCC(CC1)O (tetrahydro-2H-pyran-4-ol), C1=CC=C(C=C1)P(C2=CC=CC=C2)C3=CC=CC=C3 (PPh3). Run in C1CCOC1 (THF). Conditions: temperature 25 celsius, time 3 hour. Product: [N+](=O)([O-])C=1C=NN(C1)C1CCOCC1 (4-nitro-1-(tetrahydro-2H-pyran-4-yl)-1H-pyrazole). Yield: 175.5%. Reaction SMILES: [N+:1]([C:4]1[CH:5]=[N:6][NH:7][CH:8]=1)([O-:3])=[O:2].[O:9]1[CH2:14][CH2:13][CH:12](O)[CH2:11][CH2:10]1.C1C=CC(P(C2C=CC=CC=2)C2C=CC=CC=2)=CC=1>C1COCC1>[N+:1]([C:4]1[CH:5]=[N:6][N:7]([CH:12]2[CH2:13][CH2:14][O:9][CH2:10][CH2:11]2)[CH:8]=1)([O-:3])=[O:2]. Procedure details: 4-nitro-1H-pyrazole (0.15 g, 1.3 mmol), tetrahydro-2H-pyran-4-ol (0.14 g, 1.3 mmol), DIPAD (0.35 g, 1.7 mmol), PPh3 (0.42 g, 1.6 mmol) were dissolved in THF (5 mL) and the resulting mixture was stirred at 25° C. for 3 hours. The mixture was concentrated under reduced pressure and the residue was purified by column chromatography (EtOAc/petroleum ether=6/1) to give 4-nitro-1-(tetrahydro-2H-pyran-4-yl)-1H-pyrazole (0.45 g). 1H NMR (500 MHz, CDCl3): δ 8.19 (s, 1H), 8.10 (s, 1H), 4.38 (m, 1H), 4.16-... The reactants are CN(CCC(C=1SC=CC1)OC1=CC=CC2=CC=CC=C12)C (racemic N,N-Dimethyl-3-(1-naphthalenyloxy)-3-(2-thienyl)propanamine), C1(=CC=C(C=C1)C(=O)[C@]([C@](C(=O)O)(O)C(=O)C1=CC=C(C=C1)C)(O)C(=O)O)C (Di-para-toluoyl-L-tartaric acid). Solvent: C(C)(=O)OCC (ethyl acetate). Reaction conditions: time 2.5 hour. Yields the product CN(CC[C@@H](C=1SC=CC1)OC1=CC=CC2=CC=CC=C12)C ((S)-(+)-N,N-dimethyl-3-(1-naphthaleneoxy)-3-(2-thienyl)propanamine). RXN SMILES: [CH3:1][N:2]([CH3:22])[CH2:3][CH2:4][CH:5]([O:11][C:12]1[C:21]2[C:16](=[CH:17][CH:18]=[CH:19][CH:20]=2)[CH:15]=[CH:14][CH:13]=1)[C:6]1[S:7][CH:8]=[CH:9][CH:10]=1.C1(C)C=CC(C([C@@](C(O)=O)(O)[C@@](C(C2C=CC(C)=CC=2)=O)(O)C(O)=O)=O)=CC=1>C(OCC)(=O)C>[CH3:22][N:2]([CH3:1])[CH2:3][CH2:4][C@H:5]([O:11][C:12]1[C:21]2[C:16](=[CH:17][CH:18]=[CH:19][CH:20]=2)[CH:15]=[CH:14][CH:13]=1)[C:6]1[S:7][CH:8]=[CH:9][CH:10]=1. Procedure details: To 120 ml ethyl acetate is added 10 g (0.032 moles) of racemic N,N-Dimethyl-3-(1-naphthalenyloxy)-3-(2-thienyl)propanamine, followed by 5.95 g (0.015 moles) of Di-para-toluoyl-L-tartaric acid at 25° C.-28° C. The resultant clear solution is stirred at room temperature for about 2-3 hrs so as to crystallise the acid addition salt of the desired enantiomer of N,N-dimethyl-3-(1-naphthalenyloxy)-3-(2-thienyl)-propanamine. The product is filtered, washed with 100 ml ethyl acetate and dried at 60-70° ... Reactants: N#Cc1ccc(NC(=O)N2CCN(c3nc(-c4ccccc4)ns3)CC2)cn1, CO, [Na+], C1CCOC1, [OH-], O. Yields the product NC(=O)c1ccc(NC(=O)N2CCN(c3nc(-c4ccccc4)ns3)CC2)cn1. RXN SMILES: [C:1](#[N:2])[c:3]1[cH:4][cH:5][c:6]([NH:9][C:10](=[O:11])[N:12]2[CH2:13][CH2:14][N:15]([c:18]3[n:19][c:20](-[c:23]4[cH:24][cH:25][cH:26][cH:27][cH:28]4)[n:21][s:22]3)[CH2:16][CH2:17]2)[cH:7][n:8]1.[CH3:37][OH:38].[Na+:30].[O:32]1[CH2:33][CH2:34][CH2:35][CH2:36]1.[OH-:29].[OH2:31]>>[C:1]([NH2:2])([c:3]1[cH:4][cH:5][c:6]([NH:9][C:10](=[O:11])[N:12]2[CH2:13][CH2:14][N:15]([c:18]3[n:19][c:20](-[c:23]4[cH:24][cH:25][cH:26][cH:27][cH:28]4)[n:21][s:22]3)[CH2:16][CH2:17]2)[cH:7][n:8]1)=[O:29]. The reactants are COC([C@@H](NC(C1=C(C=C(C=C1)C=CC=1C=NC=CC1)C1=C(C=CC=C1)C)=O)CCSC)=O ({4-[2-(pyrid-3-yl)ethenyl]-2-(2-methylphenyl)benzoyl}methionine methyl ester), [OH-].[Na+] (sodium hydroxide). Solvent: CO (methanol). Conditions: time 15 hour. The product is [Na+].N1=CC(=CC=C1)C=CC1=CC(=C(C(=O)N[C@@H](CCSC)C(=O)[O-])C=C1)C1=C(C=CC=C1)C ({4-[2-(Pyrid-3-yl)ethenyl]-2-(2-methylphenyl)benzoyl}methionine Sodium Salt). Yield: 100.0%. Reaction SMILES: C[O:2][C:3](=[O:33])[C@H:4]([CH2:29][CH2:30][S:31][CH3:32])[NH:5][C:6](=[O:28])[C:7]1[CH:12]=[CH:11][C:10]([CH:13]=[CH:14][C:15]2[CH:16]=[N:17][CH:18]=[CH:19][CH:20]=2)=[CH:9][C:8]=1[C:21]1[CH:26]=[CH:25][CH:24]=[CH:23][C:22]=1[CH3:27].[OH-].[Na+:35]>CO>[Na+:35].[N:17]1[CH:18]=[CH:19][CH:20]=[C:15]([CH:14]=[CH:13][C:10]2[CH:11]=[CH:12][C:7]([C:6]([NH:5][C@H:4]([C:3]([O-:33])=[O:2])[CH2:29][CH2:30][S:31][CH3:32])=[O:28])=[C:8]([C:21]3[CH:26]=[CH:25][CH:24]=[CH:23][C:22]=3[CH3:27])[CH:9]=2)[CH:16]=1 |f:1.2,4.5|. Procedure: To a solution of {4-[2-(pyrid-3-yl)ethenyl]-2-(2-methylphenyl)benzoyl}methionine methyl ester, prepared as in Example 274, (3.285 g, 7.13 mmol) in methanol (10 mL) was added a solution of sodium hydroxide (0.979 N, 7.35 mL). After 15 hours, the solvent was evaporated in vacuo to give the title compound (3.35 g, 100%). 1H NMR (300 MHz, DMSO-d6) δ 8.79 (d, 1H), 8.46 (dd, 1H), 8.05 (dt, 1H), 7.70-7.53 (m, 3H), 7.48-7.37 (m, 4H), 7.27-7.18 (m, 3H), 6.97 (m, 1H), 3.50 (m, 1H), 2.21, 2.03 (2 s's, 3H),... The reactants are C(C)N(C=1C=C(C=CC1)O)CC (3-diethylamino-phenol), ClCC(=O)Cl (chloroacetyl chloride). Solvent: C(Cl)(Cl)Cl (chloroform). Conditions: temperature 65 celsius. Yields the product C(C)N(C1=CC2=C(C(C(O2)=C2OC3=C(C2=O)C=CC(=C3)N(CC)CC)=O)C=C1)CC (6-Diethylamino-2-(6-diethylamino-3-oxo-2(3H)-benzofuranylidene)-3(2H)-benzofuranone). Yield: 32.8%. RXN SMILES: [CH2:1]([N:3]([CH2:11][CH3:12])[C:4]1[CH:5]=[C:6]([OH:10])[CH:7]=[CH:8][CH:9]=1)[CH3:2].Cl[CH2:14][C:15](Cl)=[O:16]>C(Cl)(Cl)Cl>[CH2:11]([N:3]([CH2:1][CH3:2])[C:4]1[CH:9]=[CH:8][C:7]2[C:15](=[O:16])[C:14](=[C:14]3[C:15](=[O:16])[C:7]4[CH:8]=[CH:9][C:4]([N:3]([CH2:1][CH3:2])[CH2:11][CH3:12])=[CH:5][C:6]=4[O:10]3)[O:10][C:6]=2[CH:5]=1)[CH3:12]. Procedure details: 1 g (6 mmol) of 3-diethylamino-phenol is dissolved is 20 ml of chloroform with exclusion of moisture. 1 g (9 mmol) of chloroacetyl chloride is added dropwise in the course of 30 minutes. Silica gel (about 10 g in total) is then introduced until the entire reaction solution has been absorbed, and the mixture is heated at 60-70° C. for 6 days. Finally, the silica gel is filtered off with suction through a G4 frit and washed with chloroform until the wash solution remains colourless. The dark red o...